Dataset: the Open Reaction Database (ORD), a public repository of structured organic reaction records. Task: describe an organic reaction: reactants, conditions, products, and yield Reactants: crude product, C(C)C=1NC(=C(C1)C)C(=O)OCC (2-ethyl-4-methyl-5-carbethoxypyrrole), C(C(C)C)=O (isobutyraldehyde). Yields the product C(C)C=1NC(=C(C1CC(C)C)C)C(=O)OCC (2-Ethyl-3-i-butyl-4-methyl-5-carbethoxypyrrole). Reaction SMILES: [CH2:1]([C:3]1[NH:4][C:5]([C:9]([O:11][CH2:12][CH3:13])=[O:10])=[C:6]([CH3:8])[CH:7]=1)[CH3:2].[CH:14](=O)[CH:15]([CH3:17])[CH3:16]>>[CH2:1]([C:3]1[NH:4][C:5]([C:9]([O:11][CH2:12][CH3:13])=[O:10])=[C:6]([CH3:8])[C:7]=1[CH2:14][CH:15]([CH3:17])[CH3:16])[CH3:2]. Reported procedure: The crude product, obtained as in Example 74 but using 2-ethyl-4-methyl-5-carbethoxypyrrole and isobutyraldehyde was sublimed (80° C. 1 × 10-4 mm) and recrystallized from aqueous ethanol, m.p. 94°-96° C (44%). The reactants are C(CCCC)[C@@H]1CC[C@H](CC1)C(=O)O (para-n-pentyl-transcyclohexanoic acid), S(=O)(Cl)Cl (thionyl chloride), S(=O)(Cl)Cl (thionyl chloride). Yields the product C(CCCC)[C@@H]1CC[C@H](CC1)C(=O)Cl (para-n-pentyl-transcyclohexanoic acid chloride). Reaction SMILES: [CH2:1]([C@H:6]1[CH2:11][CH2:10][C@H:9]([C:12]([OH:14])=O)[CH2:8][CH2:7]1)[CH2:2][CH2:3][CH2:4][CH3:5].S(Cl)([Cl:17])=O>>[CH2:1]([C@H:6]1[CH2:11][CH2:10][C@H:9]([C:12]([Cl:17])=[O:14])[CH2:8][CH2:7]1)[CH2:2][CH2:3][CH2:4][CH3:5]. Reported procedure: A solution of 5 g of para-n-pentyl-transcyclohexanoic acid is refluxed in 8 ml of thionyl chloride for 2 hours. The thionyl chloride is then eliminated by distilling under atmospheric pressure. The acid chloride is then distilled under reduced pressure and under a dry nitrogen stream. This gives a product with a boiling point of 87° C. under 0.5 mm Hg.